The task is: describe an organic reaction: reactants, conditions, products, and yield. This data is from the Open Reaction Database (ORD), a public repository of structured organic reaction records. Procedure details: L-Proline (5.75 g.) is dissolved in normal sodium hydroxide (50 ml.) and the solution is chilled in an ice bath. 3-Bromopropionyl chloride (8.5 g.) and 2 N sodium hydroxide (27 ml.) are added and the mixture is stirred for 10 minutes in the ice bath and three hours at room temperature. A suspension of thiobenzoic acid (7.5 g.) and potassium carbonate (4.5 g.) in water (50 ml.) is added and the mixture is stirred for 18 hours at room temperature. After acidification with concentrated hydrochloric... Reactants: C(C1=CC=CC=C1)(=S)O (thiobenzoic acid), C([O-])([O-])=O.[K+].[K+] (potassium carbonate), N1[C@H](C(=O)O)CCC1 (L-Proline), ice, BrCCC(=O)Cl (3-Bromopropionyl chloride). The product is C(C1=CC=CC=C1)(=O)SCCC(=O)N1[C@H](C(=O)O)CCC1 (1-(3-benzoylthiopropanoyl)-L-proline). The solvent is O (water), [OH-].[Na+] (sodium hydroxide), [OH-].[Na+] (sodium hydroxide). As a reaction SMILES: [NH:1]1[CH2:8][CH2:7][CH2:6][C@H:2]1[C:3]([OH:5])=[O:4].Br[CH2:10][CH2:11][C:12](Cl)=[O:13].[C:15]([OH:23])(=[S:22])[C:16]1[CH:21]=[CH:20][CH:19]=[CH:18][CH:17]=1.C(=O)([O-])[O-].[K+].[K+]>[OH-].[Na+].O>[C:15]([S:22][CH2:10][CH2:11][C:12]([N:1]1[CH2:8][CH2:7][CH2:6][C@H:2]1[C:3]([OH:5])=[O:4])=[O:13])(=[O:23])[C:16]1[CH:21]=[CH:20][CH:19]=[CH:18][CH:17]=1 |f:3.4.5,6.7|. Run at time 18 hour. The reactants are CC1=CC=C(C=C1)C1=C(C=NO1)C(=O)O (5-(4-methylphenyl)isoxazole-4-carboxylic acid), CN(C)C(=[N+](C)C)ON1C2=C(C=CC=C2)N=N1.[B-](F)(F)(F)F (TBTU), C(C)N(C(C)C)C(C)C (N-ethyl-N-isopropylpropan-2-amine), N1CC(CCC1)C(=O)[O-] (piperidine-3-carboxylate). The solvent is CN(C)C=O (DMF). Conditions: time 2 hour. Product: CC1=CC=C(C=C1)C1=C(C=NO1)C(=O)N1CC(CCC1)C(=O)OCC (Ethyl 1-{[5-(4-methylphenyl)isoxazol-4-yl]carbonyl}piperidine-3-carboxylate). The yield is 58.4%. As a reaction SMILES: [CH3:1][C:2]1[CH:7]=[CH:6][C:5]([C:8]2[O:12][N:11]=[CH:10][C:9]=2[C:13]([OH:15])=O)=[CH:4][CH:3]=1.CN(C(ON1N=N[C:26]2C=CC=C[C:25]1=2)=[N+](C)C)C.[B-](F)(F)(F)F.C(N(C(C)C)C(C)C)C.[NH:47]1[CH2:52][CH2:51][CH2:50][CH:49]([C:53]([O-:55])=[O:54])[CH2:48]1>CN(C=O)C>[CH3:1][C:2]1[CH:3]=[CH:4][C:5]([C:8]2[O:12][N:11]=[CH:10][C:9]=2[C:13]([N:47]2[CH2:52][CH2:51][CH2:50][CH:49]([C:53]([O:55][CH2:25][CH3:26])=[O:54])[CH2:48]2)=[O:15])=[CH:6][CH:7]=1 |f:1.2|. Procedure: A solution of 5-(4-methylphenyl)isoxazole-4-carboxylic acid (10 mg, 0.05 mmol), TBTU (19 mg, 0.06 mmol, 1,2 equ.) and N-ethyl-N-isopropylpropan-2-amine (17 μL, 0.10 mmol, 2 equ) in DMF (0.3 mL) was added to piperidine-3-carboxylate (8 mg, 0.05 mmol) and the reaction mixture was left at rt for 2 h. The solvent was evaporated and the crude product was purified by RP-HPLC. After evaporation of the solvents the product was dried in vacuum to yield the title compound (10 mg). MS (ESI, pos. ion) m/z c... The reactants are FC1=C2NCC(N(C2=CC=C1)CCOC)=O (5-fluoro-1-(2-methoxyethyl)-3,4-dihydro-1H-quinoxalin-2-one), ClC(=O)OC(Cl)(Cl)Cl (trichloromethyl chloroformate), C(C)(C)N(CC)C(C)C (diisopropylethylamine), NCC1=C(C=C(C=C1)C(=O)N1CC=2N(CC3=C1C=CC=C3)C=CC2)C ((4-aminomethyl-3-methylphenyl)-(5H,11H-benzo[e]pyrrolo[1,2-a][1,4]diazepin-10-yl)methanone), C(C)(C)N(CC)C(C)C (diisopropylethylamine). Solvent: C1(=CC=CC=C1)C (toluene), C1CCOC1 (THF). Reaction conditions: time 18 hour. Product: C=1C=CN2C1CN(C1=C(C2)C=CC=C1)C(=O)C1=CC(=C(CNC(=O)N2CC(N(C3=CC=CC(=C23)F)CCOC)=O)C=C1)C (8-Fluoro-4-(2-methoxyethyl)-3-oxo-3,4-dihydro-2H-quinoxaline-1-carboxylic Acid 4-(5H,11H-benzo[e]pyrrolo[1,2-a][1,4]diazepine-10-carbonyl)-2-methylbenzylamide). As a reaction SMILES: [F:1][C:2]1[CH:11]=[CH:10][CH:9]=[C:8]2[C:3]=1[NH:4][CH2:5][C:6](=[O:16])[N:7]2[CH2:12][CH2:13][O:14][CH3:15].ClC([O:20][C:21](Cl)(Cl)Cl)=O.C(N(C(C)C)CC)(C)C.[NH2:34][CH2:35][C:36]1[CH:41]=[CH:40][C:39]([C:42]([N:44]2[C:50]3[CH:51]=[CH:52][CH:53]=[CH:54][C:49]=3[CH2:48][N:47]3[CH:55]=[CH:56][CH:57]=[C:46]3[CH2:45]2)=[O:43])=[CH:38][C:37]=1[CH3:58]>C1(C)C=CC=CC=1.C1COCC1>[CH:57]1[CH:56]=[CH:55][N:47]2[CH2:48][C:49]3[CH:54]=[CH:53][CH:52]=[CH:51][C:50]=3[N:44]([C:42]([C:39]3[CH:40]=[CH:41][C:36]([CH2:35][NH:34][C:21]([N:4]4[C:3]5[C:8](=[CH:9][CH:10]=[CH:11][C:2]=5[F:1])[N:7]([CH2:12][CH2:13][O:14][CH3:15])[C:6](=[O:16])[CH2:5]4)=[O:20])=[C:37]([CH3:58])[CH:38]=3)=[O:43])[CH2:45][C:46]=12. Procedure: To a solution of 5-fluoro-1-(2-methoxyethyl)-3,4-dihydro-1H-quinoxalin-2-one from Example 16A (100 mg, 0.44 mmol) in toluene (7.0 ml) were added trichloromethyl chloroformate (54 μl, 0.45mmol), diisopropylethylamine (81 μl, 0.45 mmol) and a spatula full of activated carbon. The mixture was heated at reflux for 2 h. The mixture was cooled to room temperature, filtered through Celite® and evaporated. The residue was taken up in THF (5.0 ml) and added to a solution of (4-aminomethyl-3-methylphenyl)... Reactants: C(C)OC(C(=CC1=CC=CC=C1)C=1N=C(SC1)N)=O (2-(2-aminothiazol-4-yl)-3-phenylpropenoic acid ethyl ester), Cl (hydrochloric acid). Solvent: O1CCOCC1 (dioxane), O1CCOCC1 (dioxane), [OH-].[Na+] (sodium hydroxide). The product is NC=1SC=C(N1)C(C(=O)O)=CC1=CC=CC=C1 (2-(2-Aminothiazol-4-yl)-3-phenylpropenoic acid). Isolated yield 10.3%. Reaction SMILES: C([O:3][C:4](=[O:19])[C:5]([C:13]1[N:14]=[C:15]([NH2:18])[S:16][CH:17]=1)=[CH:6][C:7]1[CH:12]=[CH:11][CH:10]=[CH:9][CH:8]=1)C.Cl>O1CCOCC1.[OH-].[Na+]>[NH2:18][C:15]1[S:16][CH:17]=[C:13]([C:5](=[CH:6][C:7]2[CH:12]=[CH:11][CH:10]=[CH:9][CH:8]=2)[C:4]([OH:19])=[O:3])[N:14]=1 |f:3.4|. Reported procedure: 216 g of the crude product from Example 30 were dissolved in a mixture of 1.2 liters of dioxane and 800 ml of 12 percent strength sodium hydroxide solution. The solution was boiled under reflux for 15 hours and the dioxane was then stripped off and the residue was adjusted to pH 8 with 2 N hydrochloric acid. The mixture was extracted three times with ethyl acetate, the aqueous solution was adjusted to pH 3 to 4 and the product which had precipitated was filtered off. 20 g of the desired product ... Reactants: CC1=C(C=CC(=C1)C1=NOC(=N1)C)C1=CC=C(C=C1)C(=O)O (2'-Methyl-4'-(5-methyl-1,2,4-oxadiazol-3-yl)biphenyl-4-carboxylic acid), acyl chloride, NC=1C=CC2=C(N(C(CO2)=O)CCN(C)C)C1 (6-amino-4(2-dimethylaminoethyl)-1,4-benzoxazin-3(4H)-one). The solvent is S(=O)(Cl)Cl (thionyl chloride). Yields the product CN(CCN1C(COC2=C1C=C(C=C2)NC(=O)C2=CC=C(C=C2)C2=C(C=C(C=C2)C2=NOC(=N2)C)C)=O)C (N-[4-(2-Dimethylaminoethyl)-3,4-dihydro-3-oxo-2H-1,4-benzoxazin-6-yl]-2'-methyl-4'-(5-methyl-1,2,4-oxadiazol-3-yl)biphenyl-4-carboxamide). Isolated yield 75.4%. As a reaction SMILES: [CH3:1][C:2]1[CH:7]=[C:6]([C:8]2[N:12]=[C:11]([CH3:13])[O:10][N:9]=2)[CH:5]=[CH:4][C:3]=1[C:14]1[CH:19]=[CH:18][C:17]([C:20](O)=[O:21])=[CH:16][CH:15]=1.[NH2:23][C:24]1[CH:25]=[CH:26][C:27]2[O:32][CH2:31][C:30](=[O:33])[N:29]([CH2:34][CH2:35][N:36]([CH3:38])[CH3:37])[C:28]=2[CH:39]=1>S(Cl)(Cl)=O>[CH3:37][N:36]([CH3:38])[CH2:35][CH2:34][N:29]1[C:28]2[CH:39]=[C:24]([NH:23][C:20]([C:17]3[CH:18]=[CH:19][C:14]([C:3]4[CH:4]=[CH:5][C:6]([C:8]5[N:12]=[C:11]([CH3:13])[O:10][N:9]=5)=[CH:7][C:2]=4[CH3:1])=[CH:15][CH:16]=3)=[O:21])[CH:25]=[CH:26][C:27]=2[O:32][CH2:31][C:30]1=[O:33]. Procedure details: 2'-Methyl-4'-(5-methyl-1,2,4-oxadiazol-3-yl)biphenyl-4-carboxylic acid (EP 0553268A1) (0.188 g, 0.64 mmol) was converted to the acyl chloride by stirring at reflux under Ar in thionyl chloride (10 ml) for 45 min, cooling, and then evaporating to dryness. This was reacted with 6-amino-4(2-dimethylaminoethyl)-1,4-benzoxazin-3(4H)-one (D8) (0.150 g, 0.64 mmol) following the procedure of Example 1. This gave the title compound (0.247 g, 75%) as a white foam, which was converted to the oxalate, a whi... Starting materials: Cc1ccc(F)cc1C(=O)O, Cc1ccc2cccc(N)c2n1. The reagents and catalysts are CN(C)C(=[N+](C)C)ON1C(=O)C2=C(C1=O)C(=C(C(=C2Cl)Cl)Cl)Cl.F[P-](F)(F)(F)(F)F (CITU), CN1CCOCC1 (NMM). Solvent: CN(C)C=O (DMF), CN(C)C=O (DMF), CN(C)C=O (DMF), CN(C)C=O (DMF), CN(C)C=O (DMF), CN(C)C=O (DMF). Conditions: temperature 25 celsius, time 2 hour. Product: Cc1ccc2cccc(NC(=O)c3cc(F)ccc3C)c2n1. The yield is 1.0%. RXN SMILES: Cc1ccc2cccc(N)c2n1.Cc1ccc(F)cc1C(=O)O.CN(C)C(=[N+](C)C)ON1C(=O)C2=C(C1=O)C(=C(C(=C2Cl)Cl)Cl)Cl.F[P-](F)(F)(F)(F)F.CN1CCOCC1.CN(C)C=O>>Cc1ccc2cccc(NC(=O)c3cc(F)ccc3C)c2n1.